This data is from the Open Reaction Database (ORD), a public repository of structured organic reaction records. The task is: describe an organic reaction: reactants, conditions, products, and yield The reactants are O=C(Cl)CCl, Nc1c(I)cc(I)c(C(=O)O)c1I. Product: O=C(CCl)Nc1c(I)cc(I)c(C(=O)O)c1I. As a reaction SMILES: [Cl:14][CH2:15][C:16](=[O:17])[Cl:18].[NH2:1][c:2]1[c:3]([I:13])[c:4]([C:5](=[O:6])[OH:7])[c:8]([I:12])[cH:9][c:10]1[I:11]>>[NH:1]([c:2]1[c:3]([I:13])[c:4]([C:5](=[O:6])[OH:7])[c:8]([I:12])[cH:9][c:10]1[I:11])[C:16]([CH2:15][Cl:14])=[O:17]. The reactants are Cl.[N+](=O)([O-])C1=CC=C(C=C1)C1=CC=C(O1)C(OCC)=N (ethyl 5-(4-nitrophenyl)-2-furimidate hydrochloride), C(C)OC(CN)OCC (aminoacetaldehyde diethyl acetal). Solvent: C(C)O (ethanol). Reaction conditions: time 2 day. The product is Cl.C(C)OC(CNC(=N)C=1OC(=CC1)C1=CC=C(C=C1)[N+](=O)[O-])OCC (N-(2,2-diethoxyethyl)-5-(4-nitrophenyl)-2-furamidine hydrochloride). Isolated yield 30.0%. As a reaction SMILES: [ClH:1].[N+:2]([C:5]1[CH:10]=[CH:9][C:8]([C:11]2[O:15][C:14]([C:16](=[NH:20])OCC)=[CH:13][CH:12]=2)=[CH:7][CH:6]=1)([O-:4])=[O:3].[CH2:21]([O:23][CH:24]([O:27][CH2:28][CH3:29])[CH2:25][NH2:26])[CH3:22]>C(O)C>[ClH:1].[CH2:21]([O:23][CH:24]([O:27][CH2:28][CH3:29])[CH2:25][NH:26][C:16]([C:14]1[O:15][C:11]([C:8]2[CH:7]=[CH:6][C:5]([N+:2]([O-:4])=[O:3])=[CH:10][CH:9]=2)=[CH:12][CH:13]=1)=[NH:20])[CH3:22] |f:0.1,4.5|. Reported procedure: A solution of 98 g (0.33 mole) of ethyl 5-(4-nitrophenyl)-2-furimidate hydrochloride and 48 g (0.36 mole) of aminoacetaldehyde diethyl acetal in 1500 ml of absolute ethanol was heated under reflux for 4 hr. After standing in a refrigerator for 2 days, the solid which was deposited was collected by filtration and washed with anhydrous ether to give 38 g (30%) of N-(2,2-diethoxyethyl)-5-(4-nitrophenyl)-2-furamidine hydrochloride. The filtrate was concentrated on a rotary evaporator. The solid whic... Yields the product COc1ccc(S(=O)(=O)C(c2cnc(C(=O)NCCO)cc2C)c2cc(F)ccc2F)cc1F. Reaction SMILES: [CH2:54]([N:55]=[C:56]=[N:57][CH2:58][CH2:59][CH2:60][N:61]([CH3:62])[CH3:63])[CH3:64].[CH2:65]([Cl:66])[Cl:67].[CH3:46][N:47]1[CH2:48][CH2:49][O:50][CH2:51][CH2:52]1.[ClH:53].[F:1][c:2]1[c:3]([CH:9]([c:10]2[c:11]([CH3:19])[cH:12][c:13]([C:16](=[O:17])[OH:18])[n:14][cH:15]2)[S:20](=[O:21])(=[O:22])[c:23]2[cH:24][c:25]([F:31])[c:26]([O:29][CH3:30])[cH:27][cH:28]2)[cH:4][c:5]([F:8])[cH:6][cH:7]1.[NH2:32][CH2:33][CH2:34][OH:35].[OH:36][n:37]1[c:38]2[cH:39][cH:40][cH:41][cH:42][c:43]2[n:44][n:45]1>>[F:1][c:2]1[c:3]([CH:9]([c:10]2[c:11]([CH3:19])[cH:12][c:13]([C:16](=[O:18])[NH:32][CH2:33][CH2:34][OH:35])[n:14][cH:15]2)[S:20](=[O:21])(=[O:22])[c:23]2[cH:24][c:25]([F:31])[c:26]([O:29][CH3:30])[cH:27][cH:28]2)[cH:4][c:5]([F:8])[cH:6][cH:7]1. Reactants: CCN=C=NCCCN(C)C, ClCCl, CN1CCOCC1, Cl, COc1ccc(S(=O)(=O)C(c2cnc(C(=O)O)cc2C)c2cc(F)ccc2F)cc1F, NCCO, On1nnc2ccccc21. Reactants: C=CCN1CC(C)N(CCCCl)CC1C, C1CCOC1, O=C(C=Cc1ccccc1)C=Cc1ccccc1, O=C(C=Cc1ccccc1)C=Cc1ccccc1, O=C(C=Cc1ccccc1)C=Cc1ccccc1, O=C(O)c1ccccc1S, [Pd], [Pd], c1ccc(P(CCCCP(c2ccccc2)c2ccccc2)c2ccccc2)cc1. Reaction SMILES: [CH2:1]([CH:2]=[CH2:3])[N:4]1[CH:5]([CH3:15])[CH2:6][N:7]([CH2:11][CH2:12][CH2:13][Cl:14])[CH:8]([CH3:10])[CH2:9]1.[CH2:56]1[O:57][CH2:58][CH2:59][CH2:60]1.[CH:63](=[CH:64][C:65]([CH:66]=[CH:67][c:68]1[cH:69][cH:70][cH:71][cH:72][cH:73]1)=[O:74])[c:75]1[cH:76][cH:77][cH:78][cH:79][cH:80]1.[CH:81](=[CH:82][C:83]([CH:84]=[CH:85][c:86]1[cH:87][cH:88][cH:89][cH:90][cH:91]1)=[O:92])[c:93]1[cH:94][cH:95][cH:96][cH:97][cH:98]1.[CH:99](=[CH:100][C:101]([CH:102]=[CH:103][c:104]1[cH:105][cH:106][cH:107][cH:108][cH:109]1)=[O:110])[c:111]1[cH:112][cH:113][cH:114][cH:115][cH:116]1.[OH:16][C:17]([c:18]1[c:19]([SH:20])[cH:21][cH:22][cH:23][cH:24]1)=[O:25].[Pd:61].[Pd:62].[c:26]1([P:27]([c:28]2[cH:29][cH:30][cH:31][cH:32][cH:33]2)[CH2:34][CH2:35][CH2:36][CH2:37][P:38]([c:39]2[cH:40][cH:41][cH:42][cH:43][cH:44]2)[c:45]2[cH:46][cH:47][cH:48][cH:49][cH:50]2)[cH:51][cH:52][cH:53][cH:54][cH:55]1>>[NH:4]1[CH:5]([CH3:15])[CH2:6][N:7]([CH2:11][CH2:12][CH2:13][Cl:14])[CH:8]([CH3:10])[CH2:9]1. Product: CC1CN(CCCCl)C(C)CN1. Starting materials: O=C1OCC2=C1C=CC(=C2)CC=O ((1-Oxo-1,3-dihydro-2-benzofuran-5-yl)acetaldehyde), C(C)(=O)O[BH-](OC(C)=O)OC(C)=O.[Na+] (Sodium Triacetoxyborohydride), FC1=C(C=2CCC(C2C=C1)CN1C(CNCC1)=O)C#N (5-Fluoro-1-[(2-oxopiperazin-1-yl)methyl]-2,3-dihydro-1H-indene-4-carbonitrile). Run in C(Cl)Cl (DCM). Conditions: time 16 hour. Product: FC1=C(C=2CCC(C2C=C1)CN1C(CN(CC1)CCC1=CC2=C(C(OC2)=O)C=C1)=O)C#N (5-Fluoro-1-({2-oxo-4-[2-(1-oxo-1,3-dihydro-2-benzofuran-5-yl)ethyl]piperazin-1-yl}methyl)-2,3-dihydro-1H-indene-4-carbonitrile). As a reaction SMILES: [F:1][C:2]1[CH:10]=[CH:9][C:8]2[CH:7]([CH2:11][N:12]3[CH2:17][CH2:16][NH:15][CH2:14][C:13]3=[O:18])[CH2:6][CH2:5][C:4]=2[C:3]=1[C:19]#[N:20].[O:21]=[C:22]1[C:26]2[CH:27]=[CH:28][C:29]([CH2:31][CH:32]=O)=[CH:30][C:25]=2[CH2:24][O:23]1.C(O[BH-](OC(=O)C)OC(=O)C)(=O)C.[Na+]>C(Cl)Cl>[F:1][C:2]1[CH:10]=[CH:9][C:8]2[CH:7]([CH2:11][N:12]3[CH2:17][CH2:16][N:15]([CH2:32][CH2:31][C:29]4[CH:28]=[CH:27][C:26]5[C:22](=[O:21])[O:23][CH2:24][C:25]=5[CH:30]=4)[CH2:14][C:13]3=[O:18])[CH2:6][CH2:5][C:4]=2[C:3]=1[C:19]#[N:20] |f:2.3|. Procedure: To a flask containing 5-Fluoro-1-[(2-oxopiperazin-1-yl)methyl]-2,3-dihydro-1H-indene-4-carbonitrile (5 mg, 0.018 mmol) and a stir bar was added (1-Oxo-1,3-dihydro-2-benzofuran-5-yl)acetaldehyde (16 mg, 0.091 mmol), Sodium Triacetoxyborohydride (19 mg, 0.091 mmol), and DCM (1 mL). The mixture was allowed to stir at RT for 16 hours. LC-MS indicated formation of the desired product. The solvent was removed, and the residue was redissolved in MeOH (1 mL). The sample was subjected to purification by ...